From a dataset of the Open Reaction Database (ORD), a public repository of structured organic reaction records. describe an organic reaction: reactants, conditions, products, and yield Starting materials: CC(C)=CCCBr, O=C([O-])[O-], CN(C)C=O, O=C(OC1CCNCC1)C(O)(c1ccccc1)C1CCC1, Cl, [I-], [K+], [K+], [K+], O. Product: CC(C)=CCCN1CCC(OC(=O)C(O)(c2ccccc2)C2CCC2)CC1. RXN SMILES: [Br:23][CH2:24][CH2:25][CH:26]=[C:27]([CH3:28])[CH3:29].[C:32](=[O:33])([O-:34])[O-:35].[CH3:38][N:39]([CH3:40])[CH:41]=[O:42].[CH:2]1([C:6]([C:7](=[O:8])[O:9][CH:10]2[CH2:11][CH2:12][NH:13][CH2:14][CH2:15]2)([c:16]2[cH:17][cH:18][cH:19][cH:20][cH:21]2)[OH:22])[CH2:3][CH2:4][CH2:5]1.[ClH:1].[I-:31].[K+:30].[K+:36].[K+:37].[OH2:43]>>[CH:2]1([C:6]([C:7](=[O:8])[O:9][CH:10]2[CH2:11][CH2:12][N:13]([CH2:24][CH2:25][CH:26]=[C:27]([CH3:28])[CH3:29])[CH2:14][CH2:15]2)([c:16]2[cH:17][cH:18][cH:19][cH:20][cH:21]2)[OH:22])[CH2:3][CH2:4][CH2:5]1. The reactants are CN1CCC(O)CC1, CC(=O)O, ClC(Cl)Cl, CCn1cc(C(=O)O)c(=O)c2cc(F)c(F)cc21, [H-], [Na+], CN(C)C=O, O. Product: CCn1cc(C(=O)O)c(=O)c2cc(F)c(OC3CCN(C)CC3)cc21. As a reaction SMILES: [CH3:19][N:20]1[CH2:21][CH2:22][CH:23]([OH:26])[CH2:24][CH2:25]1.[CH3:39][C:40](=[O:41])[OH:42].[CH:35]([Cl:36])([Cl:37])[Cl:38].[F:1][c:2]1[cH:3][c:4]2[c:5](=[O:18])[c:6]([C:15](=[O:16])[OH:17])[cH:7][n:8]([CH2:13][CH3:14])[c:9]2[cH:10][c:11]1[F:12].[H-:32].[Na+:33].[O:27]=[CH:28][N:29]([CH3:30])[CH3:31].[OH2:34]>>[F:1][c:2]1[cH:3][c:4]2[c:5](=[O:18])[c:6]([C:15](=[O:16])[OH:17])[cH:7][n:8]([CH2:13][CH3:14])[c:9]2[cH:10][c:11]1[O:26][CH:23]1[CH2:22][CH2:21][N:20]([CH3:19])[CH2:25][CH2:24]1. Reactants: BrCCCCCCCCBr (1,8-dibromooctane), C1(=CC=CC=C1)CCO (benzeneethanol). Product: BrCCCCCCCCOCCC1=CC=CC=C1 ([2-[(8-Bromooctyl)oxy]ethyl]benzene). RXN SMILES: Br[CH2:2][CH2:3][CH2:4][CH2:5][CH2:6][CH2:7][CH2:8][CH2:9][Br:10].[C:11]1([CH2:17][CH2:18][OH:19])[CH:16]=[CH:15][CH:14]=[CH:13][CH:12]=1>>[Br:10][CH2:9][CH2:8][CH2:7][CH2:6][CH2:5][CH2:4][CH2:3][CH2:2][O:19][CH2:18][CH2:17][C:11]1[CH:16]=[CH:15][CH:14]=[CH:13][CH:12]=1. Reported procedure: (4.3 g), T.l.c. [B] Rf 0.3, from 1,8-dibromooctane (13.4 g) and benzeneethanol (20 g). The reactants are CC(C)(C)OC(=O)NCCC(N)C(=O)N1CCOCC1, Cc1cc(C)c(-c2cc(SCCC(=O)O)nc(N)n2)cc1C(=O)OC(C)(C)C, CN(C)C=O, CCN(C(C)C)C(C)C. The product is Cc1cc(C)c(-c2cc(SCCC(=O)NC(CCNC(=O)OC(C)(C)C)C(=O)N3CCOCC3)nc(N)n2)cc1C(=O)OC(C)(C)C. RXN SMILES: [C:10]([CH3:11])([CH3:12])([CH3:13])[O:14][C:15]([NH:16][CH2:17][CH2:18][CH:19]([C:20](=[O:21])[N:22]1[CH2:23][CH2:24][O:25][CH2:26][CH2:27]1)[NH2:28])=[O:29].[C:30]([CH3:31])([CH3:32])([CH3:33])[O:34][C:35]([c:36]1[c:37]([CH3:56])[cH:38][c:39]([CH3:55])[c:40](-[c:42]2[n:43][c:44]([NH2:54])[n:45][c:46]([S:48][CH2:49][CH2:50][C:51](=[O:52])[OH:53])[cH:47]2)[cH:41]1)=[O:57].[CH3:58][N:59]([CH3:60])[CH:61]=[O:62].[CH:1]([N:2]([CH:3]([CH3:4])[CH3:5])[CH2:6][CH3:7])([CH3:8])[CH3:9]>>[C:10]([CH3:11])([CH3:12])([CH3:13])[O:14][C:15]([NH:16][CH2:17][CH2:18][CH:19]([C:20](=[O:21])[N:22]1[CH2:23][CH2:24][O:25][CH2:26][CH2:27]1)[NH:28][C:51]([CH2:50][CH2:49][S:48][c:46]1[n:45][c:44]([NH2:54])[n:43][c:42](-[c:40]2[c:39]([CH3:55])[cH:38][c:37]([CH3:56])[c:36]([C:35]([O:34][C:30]([CH3:31])([CH3:32])[CH3:33])=[O:57])[cH:41]2)[cH:47]1)=[O:52])=[O:29]. Reactants: S(=O)(Cl)Cl (Thionylchloride), OCCN1C(C(=NC(=C1C)C)CC1=CC=CC=C1)=O (1-(2-hydroxyethyl)-3-benzyl-5,6-dimethyl-2-oxo-1,2-dihydropyrazine). The solvent is C(Cl)(Cl)Cl (Chloroform), C(Cl)(Cl)Cl (chloroform). Conditions: time 5 hour. Product: ClCCN1C(C(=NC(=C1C)C)CC1=CC=CC=C1)=O (1-(2-chloroethyl)-3-benzyl-5,6-dimethyl-2-oxo-1,2-dihydropyrazine). The yield is 87.5%. Reaction SMILES: S(Cl)([Cl:3])=O.O[CH2:6][CH2:7][N:8]1[C:13]([CH3:14])=[C:12]([CH3:15])[N:11]=[C:10]([CH2:16][C:17]2[CH:22]=[CH:21][CH:20]=[CH:19][CH:18]=2)[C:9]1=[O:23]>C(Cl)(Cl)Cl>[Cl:3][CH2:6][CH2:7][N:8]1[C:13]([CH3:14])=[C:12]([CH3:15])[N:11]=[C:10]([CH2:16][C:17]2[CH:22]=[CH:21][CH:20]=[CH:19][CH:18]=2)[C:9]1=[O:23]. Reported procedure: Thionylchloride (0.42 ml, 6.0 mM) was added dropwise under ice-cooling to a compound 112 (1.29 g, 5 mM) dissolved in chloroform (6 ml), and stirred at room temperature for 5 hours. Chloroform (70 ml) was added to the reaction mixture, which mixture was then washed with dilute aqueous K2CO3, the resulting aqueous layer being twice extracted with further chloroform. The chloroform layer was combined, dried with anhydrous magnesium sulfate and concentrated in vacuo. The residue was charged on a col... Reactants: CNC(=O)CCCCc1ccc(CCCCN)cn1, [H-], [Na+]. Yields the product CNC(=O)CCCCc1ccc2c(n1)NCCCC2. RXN SMILES: [CH3:1][NH:2][C:3]([CH2:4][CH2:5][CH2:6][CH2:7][c:8]1[n:9][cH:10][c:11]([CH2:14][CH2:15][CH2:16][CH2:17][NH2:18])[cH:12][cH:13]1)=[O:19].[H-:21].[Na+:20]>>[CH3:1][NH:2][C:3]([CH2:4][CH2:5][CH2:6][CH2:7][c:8]1[n:9][c:10]2[c:11]([cH:12][cH:13]1)[CH2:14][CH2:15][CH2:16][CH2:17][NH:18]2)=[O:19]. The product is Cc1cccc(-c2ccccc2C(F)(F)F)n1. Starting materials: Cc1cccc(-c2ccccc2Cl)n1, O=Cc1ccccc1C(F)(F)F. As a reaction SMILES: [Cl:1][c:2]1[c:3](-[c:8]2[cH:9][cH:10][cH:11][c:12]([CH3:14])[n:13]2)[cH:4][cH:5][cH:6][cH:7]1.[F:15][C:16]([c:17]1[cH:18][cH:19][cH:20][cH:21][c:22]1[CH:23]=[O:24])([F:25])[F:26]>>[c:2]1([C:16]([F:15])([F:25])[F:26])[c:3](-[c:8]2[cH:9][cH:10][cH:11][c:12]([CH3:14])[n:13]2)[cH:4][cH:5][cH:6][cH:7]1. Starting materials: O=C([O-])[O-], Cc1ccccc1, CC(C)N(CCCl)C(C)C, Cl, [K+], [K+], O=C1Nc2ccccc2C1=O. The product is CC(C)N(CCN1C(=O)C(=O)c2ccccc21)C(C)C. Reaction SMILES: [C:23](=[O:24])([O-:25])[O-:26].[CH3:29][c:30]1[cH:31][cH:32][cH:33][cH:34][cH:35]1.[CH:13]([CH3:14])([CH3:15])[N:16]([CH2:17][CH2:18][Cl:19])[CH:20]([CH3:21])[CH3:22].[ClH:12].[K+:27].[K+:28].[O:1]=[C:2]1[NH:3][c:4]2[cH:5][cH:6][cH:7][cH:8][c:9]2[C:10]1=[O:11]>>[O:1]=[C:2]1[N:3]([CH2:18][CH2:17][N:16]([CH:13]([CH3:14])[CH3:15])[CH:20]([CH3:21])[CH3:22])[c:4]2[cH:5][cH:6][cH:7][cH:8][c:9]2[C:10]1=[O:11].